This data is from the Open Reaction Database (ORD), a public repository of structured organic reaction records. The task is: describe an organic reaction: reactants, conditions, products, and yield Starting materials: COC(=O)c1cc2ccccc2n1CCC#N, CC(C)=O, [Na+], [Na+], [Na+], [Na+], O=C([O-])[O-], OO, O=S([O-])[O-]. Yields the product COC(=O)c1cc2ccccc2n1CCC(N)=O. RXN SMILES: [C:1](#[N:2])[CH2:3][CH2:4][n:5]1[c:6]([C:14](=[O:15])[O:16][CH3:17])[cH:7][c:8]2[cH:9][cH:10][cH:11][cH:12][c:13]12.[CH3:32][C:33](=[O:34])[CH3:35].[Na+:18].[Na+:19].[Na+:30].[Na+:31].[O-:20][C:21](=[O:22])[O-:23].[OH:24][OH:25].[S:26]([O-:27])([O-:28])=[O:29]>>[C:1]([NH2:2])([CH2:3][CH2:4][n:5]1[c:6]([C:14](=[O:15])[O:16][CH3:17])[cH:7][c:8]2[cH:9][cH:10][cH:11][cH:12][c:13]12)=[O:20]. Starting materials: C1(=CC=CC=C1)O (phenol), OC1=CC=C(C=C1)C(CC1=CC=CC=C1)=O (1-(4-hydroxyphenyl)-2-phenylethanone), BrC1=CC=C(C=O)C=C1 (4-bromobenzaldehyde), N1CCCCC1 (piperidine). The solvent is CO (methanol). Product: OC1=CC=C(C=C1)C(C(=CC1=CC=C(C=C1)Br)C1=CC=CC=C1)=O (1-(4-hydroxyphenyl)-3-(4-bromophenyl)-2-phenyl-2-propen-1-one). Isolated yield 36.3%. As a reaction SMILES: [OH:1][C:2]1[CH:7]=[CH:6][C:5]([C:8](=[O:16])[CH2:9][C:10]2[CH:15]=[CH:14][CH:13]=[CH:12][CH:11]=2)=[CH:4][CH:3]=1.[Br:17][C:18]1[CH:25]=[CH:24][C:21]([CH:22]=O)=[CH:20][CH:19]=1.N1CCCCC1.C1(O)C=CC=CC=1>CO>[OH:1][C:2]1[CH:3]=[CH:4][C:5]([C:8](=[O:16])[C:9]([C:10]2[CH:11]=[CH:12][CH:13]=[CH:14][CH:15]=2)=[CH:22][C:21]2[CH:24]=[CH:25][C:18]([Br:17])=[CH:19][CH:20]=2)=[CH:6][CH:7]=1. Procedure details: 8.02 g (0.0378 mole) of 1-(4-hydroxyphenyl)-2-phenylethanone, 7.0 g (0.0378 mole) of 4-bromobenzaldehyde, 3.01 g (0.0353 mole) of piperidine and 16.5 ml of methanol was treated or mentioned under Example IA to give 13 g (74%) of crude product. 12.5 g (0.027 mole) of this phenol was refluxed with 120 ml and worked up as in Example IB. Recrystallization from methanol gave 5.2 g (51%) of the product. Reactants: C1CCOC1, C[Si](C)(C)[N-][Si](C)(C)C, [Cl-], COc1ccc(CN(Cc2ccc(OC)cc2)c2cc(-c3cc(C(C)N4CCN(S(C)(=O)=O)CC4)cnc3F)nc(C)n2)cc1, COc1ncc(N)cc1F, [Li+], [NH4+]. Product: COc1ccc(CN(Cc2ccc(OC)cc2)c2cc(-c3cc(C(C)N4CCN(S(C)(=O)=O)CC4)cnc3Nc3cnc(OC)c(F)c3)nc(C)n2)cc1. RXN SMILES: [CH2:68]1[O:69][CH2:70][CH2:71][CH2:72]1.[CH3:1][Si:2]([N-:3][Si:4]([CH3:5])([CH3:6])[CH3:7])([CH3:8])[CH3:9].[Cl-:66].[F:11][c:12]1[n:13][cH:14][c:15]([CH:44]([CH3:45])[N:46]2[CH2:47][CH2:48][N:49]([S:52](=[O:53])(=[O:54])[CH3:55])[CH2:50][CH2:51]2)[cH:16][c:17]1-[c:18]1[cH:19][c:20]([N:25]([CH2:26][c:27]2[cH:28][cH:29][c:30]([O:33][CH3:34])[cH:31][cH:32]2)[CH2:35][c:36]2[cH:37][cH:38][c:39]([O:42][CH3:43])[cH:40][cH:41]2)[n:21][c:22]([CH3:24])[n:23]1.[F:56][c:57]1[cH:58][c:59]([NH2:65])[cH:60][n:61][c:62]1[O:63][CH3:64].[Li+:10].[NH4+:67]>>[c:12]1([NH:65][c:59]2[cH:58][c:57]([F:56])[c:62]([O:63][CH3:64])[n:61][cH:60]2)[n:13][cH:14][c:15]([CH:44]([CH3:45])[N:46]2[CH2:47][CH2:48][N:49]([S:52](=[O:53])(=[O:54])[CH3:55])[CH2:50][CH2:51]2)[cH:16][c:17]1-[c:18]1[cH:19][c:20]([N:25]([CH2:26][c:27]2[cH:28][cH:29][c:30]([O:33][CH3:34])[cH:31][cH:32]2)[CH2:35][c:36]2[cH:37][cH:38][c:39]([O:42][CH3:43])[cH:40][cH:41]2)[n:21][c:22]([CH3:24])[n:23]1. Reactants: C(C)(C)(C)OC(=O)N[C@@H]1C(N(CCCC1)C(C)C(=O)O)=O (3-(S)-t-Butoxycarbonylamino-1-(1-carboxyethyl) perhydroazepin-2-one), S(=O)(Cl)Cl (thionyl chloride), C(C)O (ethyl alcohol). The product is Cl.N[C@@H]1C(N(CCCC1)C(=O)OCC)=O (3-(S)-amino-1-(1-ethoxycarbonyl)perhydroazepin-2-one hydrochloride). RXN SMILES: C(OC([NH:8][C@H:9]1[CH2:15][CH2:14][CH2:13][CH2:12][N:11]([CH:16](C(O)=O)C)[C:10]1=[O:21])=O)(C)(C)C.S(Cl)([Cl:24])=[O:23].[CH2:26]([OH:28])[CH3:27]>>[ClH:24].[NH2:8][C@H:9]1[CH2:15][CH2:14][CH2:13][CH2:12][N:11]([C:16]([O:28][CH2:26][CH3:27])=[O:23])[C:10]1=[O:21] |f:3.4|. Procedure details: 3-(S)-t-Butoxycarbonylamino-1-(1-carboxyethyl) perhydroazepin-2-one (Isomer A) (2 g), prepared as in Example 12, was treated with thionyl chloride in absolute ethyl alcohol to provide 2.07 g of the 3-(S)-amino-1-(1-ethoxycarbonyl)perhydroazepin-2-one hydrochloride. This material, following careful neutralization with ethanolic sodium ethoxide, was condensed with benzyl 2-keto-4-phenylbutyrate in the same manner as Example 1, the keto ester having been prepared by thionyl chloride treatment of th... Reaction SMILES: C[O:2][C:3](=[O:29])[CH2:4][N:5]([S:18]([C:21]1[CH:26]=[CH:25][C:24]([Br:27])=[CH:23][C:22]=1[Cl:28])(=[O:20])=[O:19])[CH2:6][CH2:7][O:8][C:9]1[CH:10]=[C:11]2[C:15](=[CH:16][CH:17]=1)[CH2:14][CH2:13][CH2:12]2.O.[OH-].[Na+].Cl>C1COCC1>[Br:27][C:24]1[CH:25]=[CH:26][C:21]([S:18]([N:5]([CH2:4][C:3]([OH:29])=[O:2])[CH2:6][CH2:7][O:8][C:9]2[CH:10]=[C:11]3[C:15](=[CH:16][CH:17]=2)[CH2:14][CH2:13][CH2:12]3)(=[O:19])=[O:20])=[C:22]([Cl:28])[CH:23]=1 |f:2.3|. The solvent is C1CCOC1 (THF), ice. The product is BrC1=CC(=C(C=C1)S(=O)(=O)N(CCOC=1C=C2CCCC2=CC1)CC(=O)O)Cl ({(4-bromo-2-chloro-benzenesulfonyl)-[2-(indan-5-yloxy)-ethyl]-amino}-acetic acid). Procedure details: A stirred solution of {(4-bromo-2-chloro-benzenesulfonyl)-[2-(indan-5-yloxy)-ethyl]-amino}-acetic acid methyl ester (2.8 g) in THF (22 ml)-water (22 ml) at 15° C. is treated dropwise with 1 M aqueous sodium hydroxide solution (28 ml), and the resulting mixture stirred for 3 hours. The mixture is then diluted with ice-cold water (200 ml), acidified to pH 1 with 1 M hydrochloric acid, and extracted with ethyl acetate (2×100 ml). The combined extracts are washed successively with water (100 ml) and... The reactants are COC(CN(CCOC=1C=C2CCCC2=CC1)S(=O)(=O)C1=C(C=C(C=C1)Br)Cl)=O ({(4-bromo-2-chloro-benzenesulfonyl)-[2-(indan-5-yloxy)-ethyl]-amino}-acetic acid methyl ester), O (water), [OH-].[Na+] (sodium hydroxide), Cl (hydrochloric acid). Conditions: time 3 hour.